Dataset: the Open Reaction Database (ORD), a public repository of structured organic reaction records. Task: describe an organic reaction: reactants, conditions, products, and yield The reactants are C(=C)C1=NC=CC=C1 (2-ethenylpyridine), FC1=CC=C(C=C1)CN1C2=NC=NC=C2N=C1NC1CCNCC1 (9-[(4-fluorophenyl)methyl]-N-(4-piperidinyl)-9H-purin-8-amine). The solvent is C(CCC)O (1-butanol). Product: FC1=CC=C(C=C1)CN1C2=NC=NC=C2N=C1NC1CCN(CC1)CCC1=NC=CC=C1 (9-[(4-fluorophenyl)methyl]-N-[1-[2-(2-pyridinyl)ethyl]-4-piperidinyl]-9H-purin-8-amine). Yield: 15.0%. Reaction SMILES: [CH:1]([C:3]1[CH:8]=[CH:7][CH:6]=[CH:5][N:4]=1)=[CH2:2].[F:9][C:10]1[CH:15]=[CH:14][C:13]([CH2:16][N:17]2[C:25]([NH:26][CH:27]3[CH2:32][CH2:31][NH:30][CH2:29][CH2:28]3)=[N:24][C:23]3[C:18]2=[N:19][CH:20]=[N:21][CH:22]=3)=[CH:12][CH:11]=1>C(O)CCC>[F:9][C:10]1[CH:15]=[CH:14][C:13]([CH2:16][N:17]2[C:25]([NH:26][CH:27]3[CH2:28][CH2:29][N:30]([CH2:2][CH2:1][C:3]4[CH:8]=[CH:7][CH:6]=[CH:5][N:4]=4)[CH2:31][CH2:32]3)=[N:24][C:23]3[C:18]2=[N:19][CH:20]=[N:21][CH:22]=3)=[CH:12][CH:11]=1. Procedure: A mixture of 1.93 parts of 2-ethenylpyridine, 5 parts of 9-[(4-fluorophenyl)methyl]-N-(4-piperidinyl)-9H-purin-8-amine and 80 parts of 1-butanol was stirred and refluxed overnight. The reaction mixture was evaporated. The residue was purified by column chromatography over silica gel using first a mixture of trichloromethane and methanol (95:5 by volume) and then a mixture of trichloromethane and methanol, saturated with ammonia (95:5 by volume) as eluent. The pure fractions were collected and th... Starting materials: C(C)(=O)OCC (Ethyl acetate), BrC1=CC=C(C=C1)Cl (p-bromochlorobenzene), NC1CCN(CC1)C(=O)OC(C)(C)C (tert-butyl 4-aminopiperidine-1-carboxylate), CC(C)([O-])C.[Na+] (sodium tert-butoxide). The reagents and catalysts are C(C)(=O)[O-].[Pd+2].C(C)(=O)[O-] (palladium acetate), C1=CC=C(C=C1)P(C2=CC=CC=C2)C3=C(C4=CC=CC=C4C=C3)C5=C(C=CC6=CC=CC=C65)P(C7=CC=CC=C7)C8=CC=CC=C8 ((R)-(+)-BINAP). Solvent: O (water), C1(=CC=CC=C1)C (toluene). Yields the product ClC1=CC=C(C=C1)NC1CCN(CC1)C(=O)OC(C)(C)C (tert-butyl 4-(4-chlorophenylamino)piperidine-1-carboxylate). Yield: 86.0%. RXN SMILES: Br[C:2]1[CH:7]=[CH:6][C:5]([Cl:8])=[CH:4][CH:3]=1.[NH2:9][CH:10]1[CH2:15][CH2:14][N:13]([C:16]([O:18][C:19]([CH3:22])([CH3:21])[CH3:20])=[O:17])[CH2:12][CH2:11]1.CC(C)([O-])C.[Na+].C(OCC)(=O)C>C1(C)C=CC=CC=1.C([O-])(=O)C.[Pd+2].C([O-])(=O)C.C1C=CC(P(C2C=CC3C(=CC=CC=3)C=2C2C3C(=CC=CC=3)C=CC=2P(C2C=CC=CC=2)C2C=CC=CC=2)C2C=CC=CC=2)=CC=1.O>[Cl:8][C:5]1[CH:6]=[CH:7][C:2]([NH:9][CH:10]2[CH2:11][CH2:12][N:13]([C:16]([O:18][C:19]([CH3:22])([CH3:21])[CH3:20])=[O:17])[CH2:14][CH2:15]2)=[CH:3][CH:4]=1 |f:2.3,6.7.8|. Procedure: A mixture of p-bromochlorobenzene (1.91 g, 9.99 mmol), tert-butyl 4-aminopiperidine-1-carboxylate (2.0 g, 9.99 mmol), palladium acetate (45 mg, 0.2 mmol), (R)-(+)-BINAP (187 mg, 0.3 mmol) and sodium tert-butoxide (1.35 g, 14.0 mmol) in toluene (20 ml) was refluxed under a nitrogen atmosphere for 1 hour. Ethyl acetate and water were added to the reaction mixture while stirring, the insoluble substances were removed by filtration through Celite, and the filtrate was then extracted with ethyl aceta... Yields the product COC(C(C(C1=C(C=C(C=C1)C)C)Cl)=O)=O (3-chloro-3-(2,4-dimethyl-phenyl)-2-oxo-propionic acid methyl ester). Procedure: This compound was synthesised as 3-chloro-3-(4-fluoro-phenyl)-2-oxo-propionic acid methyl ester but using 2,4-dimethylbenzaldehyde instead 4-fluorobenzaldehyde. The reactants are COC(C(C(C1=CC=C(C=C1)F)Cl)=O)=O (3-chloro-3-(4-fluoro-phenyl)-2-oxo-propionic acid methyl ester), CC1=C(C=O)C=CC(=C1)C (2,4-dimethylbenzaldehyde), FC1=CC=C(C=O)C=C1 (4-fluorobenzaldehyde). RXN SMILES: [CH3:1][O:2][C:3](=[O:15])[C:4](=[O:14])[CH:5]([Cl:13])C1C=CC(F)=CC=1.[CH3:16]C1C=C(C)C=CC=1C=O.F[C:27]1[CH:34]=[CH:33][C:30]([CH:31]=O)=[CH:29][CH:28]=1>>[CH3:1][O:2][C:3](=[O:15])[C:4](=[O:14])[CH:5]([Cl:13])[C:27]1[CH:34]=[CH:33][C:30]([CH3:31])=[CH:29][C:28]=1[CH3:16]. Reactants: C(Br)(Br)(Br)Br (carbon tetrabromide), C1(=CC=CC=C1)P(C1=CC=CC=C1)C1=CC=CC=C1 (triphenylphosphine), S1C(=CC=C1)C=O (2-thiophene-carboxaldehyde). Run in C(Cl)Cl (methylene chloride), C(Cl)Cl (methylene chloride), C(Cl)Cl (methylene chloride). Conditions: temperature 0 celsius, time 30 minute. Product: BrC(=CC=1SC=CC1)Br (2-(2',2'-Dibromoethenyl)-thiophene). Reaction SMILES: [C:1]([Br:5])(Br)(Br)[Br:2].C1(P(C2C=CC=CC=2)C2C=CC=CC=2)C=CC=CC=1.[S:25]1[CH:29]=[CH:28][CH:27]=[C:26]1[CH:30]=O>C(Cl)Cl>[Br:2][C:1]([Br:5])=[CH:30][C:26]1[S:25][CH:29]=[CH:28][CH:27]=1. Reported procedure: Mix carbon tetrabromide (49.8 g, 150 mmol) and methylene chloride (75 mL) and cool to 0° C. Add, by dropwise addition, a solution of triphenylphosphine (78.6 g, 300 mmol) in methylene chloride (75 mL). Stir at 0° C. for 30 minutes. Add, by dropwise addition, a solution of 2-thiophene-carboxaldehyde (8.75 g, 78.8 mmol) in methylene chloride (75 mL). Remove the cooling bath and stir at room temperature until the reaction is complete. Pour onto ethyl ether and water, separate the organic layer and ... Reactants: C(C1=CC=CC=C1)[C@@H]([C@H](C[C@@H](C)C(NCCC(C)(C)C)=O)O)NC(C1=CC(=C(C=C1)F)Br)=O (N-[(1S,2S,4R)-1-Benzyl-4-(3,3-dimethylbutylcarbamoyl)-2-hydroxypentyl]-3-bromo-4-fluorobenzamide), C12C(CC(CC1)C2)NC([C@@H](C[C@@H]([C@H](CC2=CC=CC=C2)N)O)C)=O ((2R,4S,5S)-5-amino-4-hydroxy-2-methyl-6-phenylhexanoic acid (bicyclo[2.2.1]hept-2-yl)amide), BrC=1C=C(C(=O)O)C=C(C1)OC (3-bromo-5-methoxybenzoic acid). Yields the product C(C1=CC=CC=C1)[C@@H]([C@H](C[C@@H](C)C(NCCC(C)(C)C)=O)O)NC(C1=CC(=CC(=C1)OC)Br)=O (N-[(1S,2S,4R)-1-Benzyl-4-(3,3-dimethylbutylcarbamoyl)-2-hydroxypentyl]-3-bromo-5-methoxybenzamide). As a reaction SMILES: [CH2:1]([C@H:8]([NH:23][C:24](=[O:33])[C:25]1[CH:30]=[CH:29][C:28](F)=[C:27]([Br:32])[CH:26]=1)[C@@H:9]([OH:22])[CH2:10][C@H:11]([C:13](=[O:21])[NH:14][CH2:15][CH2:16][C:17]([CH3:20])([CH3:19])[CH3:18])[CH3:12])[C:2]1[CH:7]=[CH:6][CH:5]=[CH:4][CH:3]=1.C12CC(CC1)CC2NC(=O)[C@H](C)C[C@H:45]([OH:55])[C@@H](N)CC1C=CC=CC=1.BrC1C=C(C=C(OC)C=1)C(O)=O>>[CH2:1]([C@H:8]([NH:23][C:24](=[O:33])[C:25]1[CH:30]=[C:29]([O:55][CH3:45])[CH:28]=[C:27]([Br:32])[CH:26]=1)[C@@H:9]([OH:22])[CH2:10][C@H:11]([C:13](=[O:21])[NH:14][CH2:15][CH2:16][C:17]([CH3:20])([CH3:19])[CH3:18])[CH3:12])[C:2]1[CH:7]=[CH:6][CH:5]=[CH:4][CH:3]=1. Procedure details: Prepared as for D3 from (2R,4S,5S)-5-amino-4-hydroxy-2-methyl-6-phenylhexanoic acid (bicyclo[2.2.1]hept-2-yl)amide (D29) and 3-bromo-5-methoxybenzoic acid. The reactants are COc1ccc(NS(=O)(=O)c2cccc(OC(F)F)c2)cc1N1CCN(C(=O)OC(C)(C)C)CC1, CC(C)O, Cl. The product is Cl, COc1ccc(NS(=O)(=O)c2cccc(OC(F)F)c2)cc1N1CCNCC1. Reaction SMILES: [C:1]([O:2][C:3](=[O:4])[N:8]1[CH2:9][CH2:10][N:11]([c:14]2[c:15]([O:34][CH3:35])[cH:16][cH:17][c:18]([NH:20][S:21](=[O:22])(=[O:23])[c:24]3[cH:25][c:26]([O:30][CH:31]([F:32])[F:33])[cH:27][cH:28][cH:29]3)[cH:19]2)[CH2:12][CH2:13]1)([CH3:5])([CH3:6])[CH3:7].[CH:37]([OH:38])([CH3:39])[CH3:40].[ClH:36]>>[ClH:36].[NH:8]1[CH2:9][CH2:10][N:11]([c:14]2[c:15]([O:34][CH3:35])[cH:16][cH:17][c:18]([NH:20][S:21](=[O:22])(=[O:23])[c:24]3[cH:25][c:26]([O:30][CH:31]([F:32])[F:33])[cH:27][cH:28][cH:29]3)[cH:19]2)[CH2:12][CH2:13]1.